This data is from the Open Reaction Database (ORD), a public repository of structured organic reaction records. The task is: describe an organic reaction: reactants, conditions, products, and yield The reactants are C(#N)C=1C=C(C(=O)OC)C=C(C1OC)C#C (Methyl 3-cyano-5-ethynyl-4-methoxybenzoate), O.[OH-].[Li+] (lithium hydroxide monohydrate). The solvent is O1CCCC1 (tetrahydrofuran), O (water). Run at time 3 hour. The product is C(#N)C=1C=C(C(=O)O)C=C(C1OC)C#C (3-cyano-5-ethynyl-4-methoxybenzoic acid). Yield: 102.0%. RXN SMILES: [C:1]([C:3]1[CH:4]=[C:5]([CH:10]=[C:11]([C:15]#[CH:16])[C:12]=1[O:13][CH3:14])[C:6]([O:8]C)=[O:7])#[N:2].O.[OH-].[Li+]>O1CCCC1.O>[C:1]([C:3]1[CH:4]=[C:5]([CH:10]=[C:11]([C:15]#[CH:16])[C:12]=1[O:13][CH3:14])[C:6]([OH:8])=[O:7])#[N:2] |f:1.2.3|. Procedure details: Methyl 3-cyano-5-ethynyl-4-methoxybenzoate (640 mg) was dissolved in tetrahydrofuran (6 mL) and water (3 mL), and lithium hydroxide monohydrate (495 mg) was added to the solution, and then the mixture was stirred at room temperature for 3 hours. The solvent was distilled off under reduced pressure and 1N hydrochloric acid was added, and then the mixture was extracted with ethyl acetate. The organic layer was washed with saturated brine, and then dried over anhydrous sodium sulfate. The solvent w... The reactants are COc1ccc(C2=NN(C3CCNCC3)C(=O)C2(C)C)cc1OC, COc1ccc(Cl)cc1S(=O)(=O)Cl. Product: COc1ccc(C2=NN(C3CCN(S(=O)(=O)c4cc(Cl)ccc4OC)CC3)C(=O)C2(C)C)cc1OC. RXN SMILES: [CH3:1][O:2][c:3]1[cH:4][c:5]([C:11]2=[N:15][N:14]([CH:16]3[CH2:17][CH2:18][NH:19][CH2:20][CH2:21]3)[C:13](=[O:22])[C:12]2([CH3:23])[CH3:24])[cH:6][cH:7][c:8]1[O:9][CH3:10].[Cl:25][c:26]1[cH:27][cH:28][c:29]([O:36][CH3:37])[c:30]([S:32](=[O:33])(=[O:34])[Cl:35])[cH:31]1>>[CH3:1][O:2][c:3]1[cH:4][c:5]([C:11]2=[N:15][N:14]([CH:16]3[CH2:17][CH2:18][N:19]([S:32]([c:30]4[c:29]([O:36][CH3:37])[cH:28][cH:27][c:26]([Cl:25])[cH:31]4)(=[O:33])=[O:34])[CH2:20][CH2:21]3)[C:13](=[O:22])[C:12]2([CH3:23])[CH3:24])[cH:6][cH:7][c:8]1[O:9][CH3:10].